From a dataset of the Open Reaction Database (ORD), a public repository of structured organic reaction records. describe an organic reaction: reactants, conditions, products, and yield Reactants: solution, NC1=C(C=C(C=C1Br)F)CO ((2-amino-3-bromo-5-fluorophenyl)methanol). The reagents and catalysts are [O-2].[Mn+4].[O-2] (Manganese (IV) oxide). Solvent: ClCCl (dichloromethane). Reaction conditions: time 12 hour. Product: NC1=C(C=O)C=C(C=C1Br)F (2-Amino-3-bromo-5-fluorobenzaldehyde). As a reaction SMILES: [NH2:1][C:2]1[C:7]([Br:8])=[CH:6][C:5]([F:9])=[CH:4][C:3]=1[CH2:10][OH:11]>ClCCl.[O-2].[Mn+4].[O-2]>[NH2:1][C:2]1[C:7]([Br:8])=[CH:6][C:5]([F:9])=[CH:4][C:3]=1[CH:10]=[O:11] |f:2.3.4|. Procedure: Manganese (IV) oxide (5 eq) was added to a 0.2M solution of (2-amino-3-bromo-5-fluorophenyl)methanol in dichloromethane. The suspension was stirred at ambient temperature under Argon for 12 h. The reaction mixture was filtered through celite and filter cake was washed with dichloromethane. The combined filtrate was concentrated to give brown color solid. ES/MS m/z 218/220 (MH+).